This data is from the Open Reaction Database (ORD), a public repository of structured organic reaction records. The task is: describe an organic reaction: reactants, conditions, products, and yield Reactants: C(C)(C)(C)OC(=O)N1CCC(CC1)C1=CC=C(C(=O)O)C=C1 (4-(1-(tert-butoxycarbonyl)piperidin-4-yl)benzoic acid), CNOC (N,O-dimethylhydroxylamine), ON1N=NC2=C1C=CC=C2 (1-hydroxybenzotriazole), Cl.C(C)N=C=NCCCN(C)C (1-ethyl-3-[3-dimethylaminopropyl]carbodiimide hydrochloride), CNOC (N,O-dimethylhydroxylamine). Solvent: O1CCCC1 (tetrahydrofuran). Run at time 48 hour. Yields the product CON(C(=O)C1=CC=C(C=C1)C1CCN(CC1)C(=O)OC(C)(C)C)C (tert butyl 4-(4-(methoxy(methyl)carbamoyl)phenyl)piperidine-1-carboxylate). As a reaction SMILES: [C:1]([O:5][C:6]([N:8]1[CH2:13][CH2:12][CH:11]([C:14]2[CH:22]=[CH:21][C:17]([C:18](O)=[O:19])=[CH:16][CH:15]=2)[CH2:10][CH2:9]1)=[O:7])([CH3:4])([CH3:3])[CH3:2].[CH3:23][NH:24][O:25][CH3:26].ON1C2C=CC=CC=2N=N1.Cl.C(N=C=NCCCN(C)C)C>O1CCCC1>[CH3:26][O:25][N:24]([CH3:23])[C:18]([C:17]1[CH:16]=[CH:15][C:14]([CH:11]2[CH2:10][CH2:9][N:8]([C:6]([O:5][C:1]([CH3:3])([CH3:2])[CH3:4])=[O:7])[CH2:13][CH2:12]2)=[CH:22][CH:21]=1)=[O:19] |f:3.4|. Reported procedure: A mixture of 4-(1-(tert-butoxycarbonyl)piperidin-4-yl)benzoic acid (0.7 g, 2.3 mmol), N,O-dimethylhydroxylamine (0.27 g, 2.8 mmol), 1-hydroxybenzotriazole (0.37 g, 2.7 mmol) and 1-ethyl-3-[3-dimethylaminopropyl]carbodiimide hydrochloride (1.1 g, 5.8 mmol) in tetrahydrofuran (15 mL) was stirred at ambient temperature for 48 hours. Additional N,O-dimethylhydroxylamine (0.14 g, 1 mmol) was added and the mixture stirred an additional 4 hours and concentrated. The residue was dissolved in ethyl aceta... Starting materials: [C-]#N, CCOC(=O)C(CC)Oc1cc(Oc2ccc(C(F)(F)F)cc2Cl)ccc1Br, CN(C)C=O, [Cl-]. The product is CCOC(=O)C(CC)Oc1cc(Oc2ccc(C(F)(F)F)cc2Cl)ccc1C#N. RXN SMILES: [C-:29]#[N:30].[CH2:1]([CH3:2])[O:3][C:4]([CH:5]([CH2:6][CH3:7])[O:8][c:9]1[c:10]([Br:27])[cH:11][cH:12][c:13]([O:15][c:16]2[c:17]([Cl:26])[cH:18][c:19]([C:22]([F:23])([F:24])[F:25])[cH:20][cH:21]2)[cH:14]1)=[O:28].[CH3:32][N:33]([CH3:34])[CH:35]=[O:36].[Cl-:31]>>[CH2:1]([CH3:2])[O:3][C:4]([CH:5]([CH2:6][CH3:7])[O:8][c:9]1[c:10]([C:29]#[N:30])[cH:11][cH:12][c:13]([O:15][c:16]2[c:17]([Cl:26])[cH:18][c:19]([C:22]([F:23])([F:24])[F:25])[cH:20][cH:21]2)[cH:14]1)=[O:28]. Starting materials: CC(C)O, [H][H], O=[N+]([O-])c1cccc2c(O)cccc12. The product is Nc1cccc2c(O)cccc12. As a reaction SMILES: [CH:17]([OH:18])([CH3:19])[CH3:20].[H:15][H:16].[N+:1]([O-:2])(=[O:3])[c:4]1[c:5]2[cH:6][cH:7][cH:8][c:9]([OH:14])[c:10]2[cH:11][cH:12][cH:13]1>>[NH2:1][c:4]1[c:5]2[cH:6][cH:7][cH:8][c:9]([OH:14])[c:10]2[cH:11][cH:12][cH:13]1. The reactants are FC1=C(C(=O)CC(=O)OCC)C=C(C(=C1F)F)F (ethyl (2,3,4,5-tetrafluorobenzoyl)acetate), CC(=O)OC(=O)C (Ac2O), C(OCC)(OCC)OCC (triethyl orthoformate), NC(CCO)(C)C (3-amino-3-methyl-1-butanol). Run in C1(=CC=CC=C1)C (toluene). Run at time 2 hour. The product is FC1=C(C(=O)C(C(=O)OCC)=CNC(CCO)(C)C)C=C(C(=C1F)F)F (ethyl 2-(2,3,4,5-tetrafluorobenzoyl)-3-[(1-hydroxy-3-methylbutane-3-yl)amino]acrylate). Isolated yield 73.5%. Reaction SMILES: [F:1][C:2]1[C:15]([F:16])=[C:14]([F:17])[C:13]([F:18])=[CH:12][C:3]=1[C:4]([CH2:6][C:7]([O:9][CH2:10][CH3:11])=[O:8])=[O:5].[CH3:19]C(OC(C)=O)=O.C(OCC)(OCC)OCC.[NH2:36][C:37]([CH3:42])([CH3:41])[CH2:38][CH2:39][OH:40]>C1(C)C=CC=CC=1>[F:1][C:2]1[C:15]([F:16])=[C:14]([F:17])[C:13]([F:18])=[CH:12][C:3]=1[C:4]([C:6](=[CH:19][NH:36][C:37]([CH3:42])([CH3:41])[CH2:38][CH2:39][OH:40])[C:7]([O:9][CH2:10][CH3:11])=[O:8])=[O:5]. Reported procedure: A stirred solution of ethyl (2,3,4,5-tetrafluorobenzoyl)acetate (3.73 g, 14.1 mmol), Ac2O (8.50 mL, 85.7 mmol) and triethyl orthoformate (4.70 mL, 28.2 mmol) was heated at 120° C. for 3 h. The mixture was concentrated in vacuo and dried under high vacuum. To the mixture of the residue in anhydrous toluene (50 mL) was added 3-amino-3-methyl-1-butanol (1.45 g, 14.1 mmol) in anhydrous toluene (20 mL) very slowly at 0° C. and stirred at room temperature for 2 h. The solvent was removed by evaporatio... Reactants: Cl (HCl), ClC1=CC=C(C=N1)C1(CCN(CC1)C(=O)OC(C)(C)C)O (tert-butyl 4-(6-chloropyridin-3-yl)-4-hydroxypiperidine-1-carboxylate). The solvent is C(C)(=O)OCC (ethyl acetate), CCOCC (ether). Reaction conditions: temperature 50 celsius, time 90 minute. Yields the product ClC1=CC=C(C=N1)C1(CCNCC1)O (4-(6-chloropyridin-3-yl)piperidin-4-ol). Yield: 47.9%. As a reaction SMILES: Cl.[Cl:2][C:3]1[N:8]=[CH:7][C:6]([C:9]2([OH:22])[CH2:14][CH2:13][N:12](C(OC(C)(C)C)=O)[CH2:11][CH2:10]2)=[CH:5][CH:4]=1>C(OCC)(=O)C.CCOCC>[Cl:2][C:3]1[N:8]=[CH:7][C:6]([C:9]2([OH:22])[CH2:10][CH2:11][NH:12][CH2:13][CH2:14]2)=[CH:5][CH:4]=1. Procedure details: HCl (4M in dioxan, 4.22 mL, 16.88 mmol) was added in one portion to a stirred suspension of tert-butyl 4-(6-chloropyridin-3-yl)-4-hydroxypiperidine-1-carboxylate (1.32 g, 4.22 mmol) in ethyl acetate (20 mL) at ambient temperature. The resulting mixture was stirred at 50° C. for 90 minutes then cooled to room temperature, diluted with ether (20 mL) and filtered. The filtered solid was washed with ether and dried then taken up in methanol, applied to an SCX column and eluted with methanol followed...